Task: describe an organic reaction: reactants, conditions, products, and yield. Dataset: the Open Reaction Database (ORD), a public repository of structured organic reaction records Reactants: CC(C)(C)[Si](C)(C)Cl, CN(C)C=O, O, Oc1cccc2ncccc12, c1c[nH]cn1. The product is CC(C)(C)[Si](C)(C)Oc1cccc2ncccc12. RXN SMILES: [C:17]([CH3:18])([CH3:19])([CH3:20])[Si:21]([CH3:22])([CH3:23])[Cl:24].[O:26]=[CH:27][N:28]([CH3:29])[CH3:30].[OH2:25].[OH:1][c:2]1[c:3]2[cH:4][cH:5][cH:6][n:7][c:8]2[cH:9][cH:10][cH:11]1.[nH:12]1[cH:13][cH:14][n:15][cH:16]1>>[O:1]([c:2]1[c:3]2[cH:4][cH:5][cH:6][n:7][c:8]2[cH:9][cH:10][cH:11]1)[Si:21]([C:17]([CH3:18])([CH3:19])[CH3:20])([CH3:22])[CH3:23]. Reactants: COCOC1=C(C=C(C=C1)C1=CC=2C(CCC(C2C=C1C)(C)C)(C)C)C(C(=O)O)=C (2-methoxymethoxy-5-(3,5,5,8,8-pentamethyl-5,6,7,8-tetrahydro-2-naphthyl)phenylacrylic acid), CO (methanol), C1CCOC1 (THF), S(O)(O)(=O)=O (sulphuric acid). The solvent is O (water). Conditions: time 12 hour. Product: OC1=C(C=C(C=C1)C1=CC=2C(CCC(C2C=C1C)(C)C)(C)C)C(C(=O)OC)=C (Methyl 2-hydroxy-5-(3,5,5,8,8-pentamethyl-5,6,7,8-tetrahydro-2-naphthyl)phenylacrylate). As a reaction SMILES: COC[O:4][C:5]1[CH:10]=[CH:9][C:8]([C:11]2[C:20]([CH3:21])=[CH:19][C:18]3[C:17]([CH3:23])([CH3:22])[CH2:16][CH2:15][C:14]([CH3:25])([CH3:24])[C:13]=3[CH:12]=2)=[CH:7][C:6]=1[C:26](=[CH2:30])[C:27]([OH:29])=[O:28].CO.[CH2:33]1COCC1.S(=O)(=O)(O)O>O>[OH:4][C:5]1[CH:10]=[CH:9][C:8]([C:11]2[C:20]([CH3:21])=[CH:19][C:18]3[C:17]([CH3:23])([CH3:22])[CH2:16][CH2:15][C:14]([CH3:25])([CH3:24])[C:13]=3[CH:12]=2)=[CH:7][C:6]=1[C:26](=[CH2:30])[C:27]([O:29][CH3:33])=[O:28]. Reported procedure: 1.9 g (4.35 mmol) of 2-methoxymethoxy-5-(3,5,5,8,8-pentamethyl-5,6,7,8-tetrahydro-2-naphthyl)phenylacrylic acid, 20 ml of methanol and 30 ml of THF are introduced into a round-bottomed flask. 2.8 ml of concentrated sulphuric acid are added and the mixture is stirred at room temperature for 12 hours. The reaction medium is poured into water and extracted with ethyl ether, and the organic phase is separated out after settling has taken place, washed with water, dried over magnesium sulphate and ev... Starting materials: CCOCC, Cc1ccc(C(=O)Cl)cc1S(N)(=O)=O, C=[N+]=[N-]. Yields the product Cc1ccc(C(=O)C=[N+]=[N-])cc1S(N)(=O)=O. As a reaction SMILES: [CH3:18][CH2:19][O:20][CH2:21][CH3:22].[CH3:1][c:2]1[c:3]([S:11]([NH2:12])(=[O:13])=[O:14])[cH:4][c:5]([C:6](=[O:7])[Cl:8])[cH:9][cH:10]1.[N+:15](=[N-:16])=[CH2:17]>>[CH3:1][c:2]1[c:3]([S:11]([NH2:12])(=[O:13])=[O:14])[cH:4][c:5]([C:6](=[O:7])[CH:17]=[N+:15]=[N-:16])[cH:9][cH:10]1. Starting materials: ClC1=C(C(=O)N[C@@H](CNC(=O)C=2C3=CC=CC=C3N=C3CCCCC23)C(=O)O)C=CC(=C1)C(=O)NCC1=CC(=CC=C1)O (N-[2-chloro-4-[[[(3-hydroxyphenyl)methyl]amino]carbonyl]benzoyl]-3-(1,2,3 ,4-tetrahydroacridine-9-carbonyl)amino-L-alanine), ClC1=C(C(=O)N[C@@H](CNC(=O)C=2C(=NC3=CC=CC=C3N2)O)C(=O)O)C=CC(=C1)C(=O)NCC1=CC(=CC=C1)O (N-[2-chloro-4-[[[(3-hydroxyphenyl)methyl]amino]carbonyl]benzoyl]-3-(2-hydroxyquinoxaline-3-carbonyl)amino-L-alanine), C1=CC=CC2=CC3=CC=CC=C3C(=C12)C(=O)NC[C@H](NC(C1=C(C=C(C=C1)C(=O)NCC1=CC(=CC=C1)O)Cl)=O)C(=O)O (3-(anthracene-9-carbonyl)amino-N-[2-chloro-4-[[[(3-hydroxyphenyl)methyl]amino]carbonyl]benzoyl]-L-alanine), ClC1=C(C(=O)N[C@@H](CNC(=O)C=2C=CC=3C(C4=CC=CC=C4SC3C2)=O)C(=O)O)C=CC(=C1)C(=O)NCC1=CC(=CC=C1)O (N-[2-chloro-4-[[[(3-hydroxyphenyl)methyl]amino]carbonyl]benzoyl]-3-(9-oxo-9H-thioxanthene-3-carbonyl)amino-L-alanine), ClC1=C(C(=O)N[C@@H](CNC(=O)C=2OC3=C(C(C2)=O)C=CC=C3)C(=O)O)C=CC(=C1)C(=O)NCC1=CC(=CC=C1)O (N-[2-chloro-4-[[[(3-hydroxyphenyl)methyl]amino]carbonyl]benzoyl]-3-(4-oxo-4H-1-benzopyran-2-carbonyl)amino-L-alanine), ClC1=C(C(=O)N[C@@H](CNC(=O)C=2C(OC3=C(C2)C=CC=C3)=O)C(=O)O)C=CC(=C1)C(=O)NCC1=CC(=CC=C1)O (N-[2-chloro-4-[[[(3-hydroxyphenyl)methyl]amino]carbonyl]benzoyl]-3-(2-oxo-2H-1-benzopyran-3-carbonyl)amino-L-alanine), N-[2-chloro-4-[[[(3-hydroxyphenyl)methyl]amino]carbonyl]benzoyl]-3-(2-methoxy-11-oxo-11H-pyrido[2,1]quinazoline-8-carbonyl)amino-L-alanine. The product is ClC1=C(C(=O)N[C@@H](CNC(=O)C2=CN=NC3=CC=CC=C23)C(=O)O)C=CC(=C1)C(=O)NCC1=CC(=CC=C1)O (N-[2-chloro-4-[[[(3-hydroxyphenyl)methyl]amino]carbonyl]benzoyl]-3-[(cinnoline-4-carbonyl)]amino-L-alanine). Reaction SMILES: [Cl:1][C:2]1[CH:29]=[C:28]([C:30]([NH:32][CH2:33][C:34]2[CH:39]=[CH:38][CH:37]=[C:36]([OH:40])[CH:35]=2)=[O:31])[CH:27]=[CH:26][C:3]=1[C:4]([NH:6][C@H:7]([C:23]([OH:25])=[O:24])[CH2:8][NH:9][C:10]([C:12]1[C:13](O)=[N:14]C2C(N=1)=CC=CC=2)=[O:11])=[O:5].ClC1C=C(C(NCC2C=CC=C(O)C=2)=O)C=CC=1C(N[C@H](C(O)=O)CNC(C1OC2C=CC=CC=2C(=O)C=1)=O)=O.ClC1C=C(C(NCC2C=CC=C(O)C=2)=O)C=CC=1C(N[C@H](C(O)=O)CNC(C1C(=O)OC2C=CC=CC=2C=1)=O)=O.C1C2C(=CC3C(C=2C(NC[C@@H](C(O)=O)NC(=O)C2C=CC(C(NCC4C=CC=C(O)C=4)=O)=CC=2Cl)=O)=CC=CC=3)C=CC=1.ClC1C=C(C(NCC2C=CC=C(O)C=2)=O)C=CC=1C(N[C@H](C(O)=O)CNC(C1[C:176]2[C:181]([N:182]=C3C=1CCCC3)=[CH:180][CH:179]=[CH:178][CH:177]=2)=O)=O.ClC1C=C(C(NCC2C=CC=C(O)C=2)=O)C=CC=1C(N[C@H](C(O)=O)CNC(C1C=CC2C(=O)C3C(SC=2C=1)=CC=CC=3)=O)=O>>[Cl:1][C:2]1[CH:29]=[C:28]([C:30]([NH:32][CH2:33][C:34]2[CH:39]=[CH:38][CH:37]=[C:36]([OH:40])[CH:35]=2)=[O:31])[CH:27]=[CH:26][C:3]=1[C:4]([NH:6][C@H:7]([C:23]([OH:25])=[O:24])[CH2:8][NH:9][C:10]([C:12]1[C:176]2[C:181](=[CH:180][CH:179]=[CH:178][CH:177]=2)[N:182]=[N:14][CH:13]=1)=[O:11])=[O:5]. Reported procedure: N-[2-chloro-4-[[[(3-hydroxyphenyl)methyl]amino]carbonyl]benzoyl]-3-(2-hydroxyquinoxaline-3-carbonyl)amino-L-alanine; N-[2-chloro-4-[[[(3-hydroxyphenyl)methyl]amino]carbonyl]benzoyl]-3-(4-oxo-4H-1-benzopyran-2-carbonyl)amino-L-alanine; N-[2-chloro-4-[[[(3-hydroxyphenyl)methyl]amino]carbonyl]benzoyl]-3-(2-oxo-2H-1-benzopyran-3-carbonyl)amino-L-alanine; 3-(anthracene-9-carbonyl)amino-N-[2-chloro-4-[[[(3-hydroxyphenyl)methyl]amino]carbonyl]benzoyl]-L-alanine; N-[2-chloro-4-[[[(3-hydroxyphenyl)methyl... The reactants are [N+](=O)([O-])C1=CC=CC=C1C(=O)O (6-nitro-benzoic acid), S(=O)(Cl)Cl (thionyl chloride), C1=CC=CC=C1 (benzene). Yields the product COC(C1=CC=CC=C1[N+](=O)[O-])=O (6-nitro-benzoic acid methyl ester). Reaction SMILES: [N+:1]([C:4]1[C:9]([C:10]([OH:12])=[O:11])=[CH:8][CH:7]=[CH:6][CH:5]=1)([O-:3])=[O:2].S(Cl)(Cl)=O.[CH:17]1C=CC=CC=1>>[CH3:17][O:11][C:10](=[O:12])[C:9]1[C:4]([N+:1]([O-:3])=[O:2])=[CH:5][CH:6]=[CH:7][CH:8]=1. Reported procedure: A solution of 6-nitro-benzoic acid in benzene was treated with thionyl chloride (2.5 eq) and stirred at reflux for 8 h. After evaporation, the residue was dissolved in chloroform and then treated with methanol. After stirring at reflux for 3 h, the mixture was evaporated to afford compound 3.